This data is from the Open Reaction Database (ORD), a public repository of structured organic reaction records. The task is: describe an organic reaction: reactants, conditions, products, and yield The reactants are ClCCl, CC(=O)CC1C(C=CN(C)C)C1(C)C, O=[O+][O-]. Product: CC(=O)CC1C(C=O)C1(C)C. Reaction SMILES: [CH2:18]([Cl:19])[Cl:20].[CH3:1][N:2]([CH3:3])[CH:14]=[CH:4][CH:5]1[C:6]([CH3:12])([CH3:13])[CH:7]1[CH2:8][C:9]([CH3:10])=[O:11].[O-:15][O+:16]=[O:17]>>[CH:4]([CH:5]1[C:6]([CH3:12])([CH3:13])[CH:7]1[CH2:8][C:9]([CH3:10])=[O:11])=[O:15]. The reactants are ClCC[C@H](C1=CC(=CC(=C1)F)Cl)N1S(N(C2=C1C=CC=C2)C(C)C)(=O)=O (1-[(1R)-3-chloro-1-(3-chloro-5-fluorophenyl)propyl]-3-isopropyl-1,3-dihydro-2,1,3-benzothiadiazole 2,2-dioxide), CN (methylamine). Product: ClC=1C=C(C=C(C1)F)[C@@H](CCNC)N1S(N(C2=C1C=CC=C2)C(C)C)(=O)=O ((3R)-3-(3-chloro-5-fluorophenyl)-3-(3-isopropyl-2,2-dioxido-2,1,3-benzothia diazol-1(3H)-yl)-N-methylpropan-1-amine). Isolated yield 70.0%. As a reaction SMILES: Cl[CH2:2][CH2:3][C@@H:4]([N:13]1[C:17]2[CH:18]=[CH:19][CH:20]=[CH:21][C:16]=2[N:15]([CH:22]([CH3:24])[CH3:23])[S:14]1(=[O:26])=[O:25])[C:5]1[CH:10]=[C:9]([F:11])[CH:8]=[C:7]([Cl:12])[CH:6]=1.[CH3:27][NH2:28]>>[Cl:12][C:7]1[CH:6]=[C:5]([C@H:4]([N:13]2[C:17]3[CH:18]=[CH:19][CH:20]=[CH:21][C:16]=3[N:15]([CH:22]([CH3:23])[CH3:24])[S:14]2(=[O:25])=[O:26])[CH2:3][CH2:2][NH:28][CH3:27])[CH:10]=[C:9]([F:11])[CH:8]=1. Procedure details: 1-[(1R)-3-chloro-1-(3-chloro-5-fluorophenyl)propyl]-3-isopropyl-1,3-dihydro-2,1,3-benzothiadiazole 2,2-dioxide (1.75 g, 4.19 mmol) and ethanolic solution of methylamine (33% in ethanol, 30 mL) was heated at 85° C for 4 hours with stirring in a sealed reaction vessel. Upon cooling, all volatiles were removed under reduced pressure. The resulting residue was dissolved in dichloromethane (50 mL), washed with aqueous potassium carbonate (20 mL), dried (anhydrous sodium sulfate), and concentrated. Pu... The reagents and catalysts are [Sn](Cl)(Cl)(CCCC)CCCC (Bu2SnCl2). Yields the product C(C1=CC=CC=C1)N1C=C(C=2CNCCC21)C2=CC=C(C=C2)OC (1-Benzyl-3-(4-methoxy-phenyl)-4,5,6,7-tetrahydro-1H-pyrrolo[3,2-c]pyridine). Reaction SMILES: C(OC([N:8]1[CH2:13][CH2:12][C:11]2[N:14]([CH2:25][C:26]3[CH:31]=[CH:30][CH:29]=[CH:28][CH:27]=3)[CH:15]=[C:16]([C:17]3[CH:22]=[CH:21][C:20]([O:23][CH3:24])=[CH:19][CH:18]=3)[C:10]=2[CH2:9]1)=O)(C)(C)C.C(OC(N1CCC(=O)CC1)=O)(C)(C)C.C(N)C1C=CC=CC=1.[O-]S([O-])(=O)=O.[Mg+2].COC1C=CC(C=C[N+]([O-])=O)=CC=1>C1(C)C=CC=CC=1.O.[Sn](CCCC)(CCCC)(Cl)Cl>[CH2:25]([N:14]1[C:11]2[CH2:12][CH2:13][NH:8][CH2:9][C:10]=2[C:16]([C:17]2[CH:18]=[CH:19][C:20]([O:23][CH3:24])=[CH:21][CH:22]=2)=[CH:15]1)[C:26]1[CH:27]=[CH:28][CH:29]=[CH:30][CH:31]=1 |f:3.4|. Starting materials: C(C)(C)(C)OC(=O)N1CC2=C(CC1)N(C=C2C2=CC=C(C=C2)OC)CC2=CC=CC=C2 (1-Benzyl-3-(4-methoxy-phenyl)-1,4,6,7-tetrahydro-pyrrolo[3,2-c]pyridine-5-carboxylic acid tert-butyl ester), COC1=CC=C(C=C1)C=C[N+](=O)[O-] (1-methoxy-4-(2-nitro-vinyl)-benzene), C(C)(C)(C)OC(=O)N1CCC(CC1)=O (4-oxo-piperidine-1-carboxylic acid tert-butyl ester), C(C1=CC=CC=C1)N (benzylamine), [O-]S(=O)(=O)[O-].[Mg+2] (MgSO4). Conditions: time 1 hour. Solvent: O (water), C1(=CC=CC=C1)C (toluene). Procedure details: 1-Benzyl-3-(4-methoxy-phenyl)-1,4,6,7-tetrahydro-pyrrolo[3,2-c]pyridine-5-carboxylic acid tert-butyl ester. To a solution of 0.50 g of 4-oxo-piperidine-1-carboxylic acid tert-butyl ester and 260 μL of benzylamine in toluene (5 mL) was added 0.48 g of MgSO4 and 16.7 mg of Bu2SnCl2. After 1 h, 0.45 g of 1-methoxy-4-(2-nitro-vinyl)-benzene was added and the mixture was stirred for 16 h at RT. The mixture was then diluted with water (80 mL) and extracted with EtOAc (3×15 mL) and the combined organic... Starting materials: [Cl-].[NH4+] (ammonium chloride), C1(=CC=CC=C1)CCCCBr (4-phenylbutyl bromide), C1(=CC=CC=C1)CCCCBr.[Mg] (Magnesium 4-phenylbutyl bromide), C1(=CC=CC=C1)CCCCBr.[Mg] (Magnesium 4-phenylbutyl bromide), C(C(=O)Cl)(=O)Cl (oxalyl chloride), [Mg] (magnesium), C(CCCCCCCC(=O)[O-])(=O)OC (monomethyl azelate), Iron (III) tris(acetylacetonate). Reagents/catalysts: CN(C=O)C (N,N-dimethylformamide). Run in C(C)(=O)OCC (ethyl acetate), O1CCCC1 (tetrahydrofuran), C1(=CC=CC=C1)C (toluene). Run at temperature 60 celsius, time 2 hour. Yields the product O=C(CCCCCCCC(=O)OC)CCCCC1=CC=CC=C1 (methyl 9-oxo-13-phenyl-tridecanoate). Isolated yield 42.0%. As a reaction SMILES: [C:1]([O:13][CH3:14])(=[O:12])[CH2:2][CH2:3][CH2:4][CH2:5][CH2:6][CH2:7][CH2:8][C:9]([O-:11])=O.C(Cl)(=O)C(Cl)=O.[C:21]1([CH2:27][CH2:28][CH2:29][CH2:30]Br)[CH:26]=[CH:25][CH:24]=[CH:23][CH:22]=1.[Mg].C1(CCCCBr)C=CC=CC=1.[Mg].[Cl-].[NH4+]>C1(C)C=CC=CC=1.O1CCCC1.CN(C)C=O.C(OCC)(=O)C>[O:11]=[C:9]([CH2:30][CH2:29][CH2:28][CH2:27][C:21]1[CH:26]=[CH:25][CH:24]=[CH:23][CH:22]=1)[CH2:8][CH2:7][CH2:6][CH2:5][CH2:4][CH2:3][CH2:2][C:1]([O:13][CH3:14])=[O:12] |f:2.3,6.7|. Procedure details: A commercially available reagent of monomethyl azelate (2.73 g, 13.5 mmol) was dissolved in toluene (21 mL), and N,N-dimethylformamide (0.00085 mL, 0.110 mmol) and oxalyl chloride (1.5 mL, 11.8 mmol) were then added. The reaction mixture was stirred at 60° C. for 2 hours, and then concentrated under reduced pressure. The residue was dissolved in tetrahydrofuran (27 mL), and the solution was then cooled to −40° C. Iron (III) tris(acetylacetonate) (200 mg, 0.566 mmol) was added. Magnesium 4-phenyl...